From a dataset of the Open Reaction Database (ORD), a public repository of structured organic reaction records. describe an organic reaction: reactants, conditions, products, and yield Procedure details: In a 500 ml round bottom flask equipped with a magnetic stirrer was combined 26.0 g (126 mmol) 2-nitro-4-(trifluoromethyl)-aniline, 5.3 ml conc. HCl, 100 ml deionized water, and 150 ml ethanol. The mixture was cooled to 0° C. and sodium nitrite in 30 ml water was added dropwise over 60 minutes. The reaction mixture was stirred for an additional 1 hour and 300 mg sulfamic acid was added to destroy the excess nitrite. The solids were filtered and the cold filtrate was set aside. In a 1 liter flask... The product is OCC1=C(C(=CC(=C1)C)N=NC1=C(C=C(C=C1)C(F)(F)F)[N+](=O)[O-])O (2-(hydroxymethyl)-4-methyl-6-((2-nitro-4-(trifluoromethyl)-phenyl)-diazenyl)phenol). As a reaction SMILES: [N+:1]([C:4]1[CH:10]=[C:9]([C:11]([F:14])([F:13])[F:12])[CH:8]=[CH:7][C:5]=1[NH2:6])([O-:3])=[O:2].Cl.N([O-])=O.[Na+].[OH-:20].[Na+].[CH2:22]([OH:24])[CH3:23]>O.S(=O)(=O)(O)N>[OH:24][CH2:22][C:23]1[CH:8]=[C:9]([CH3:11])[CH:10]=[C:4]([N:1]=[N:6][C:5]2[CH:7]=[CH:8][C:9]([C:11]([F:12])([F:13])[F:14])=[CH:10][C:4]=2[N+:1]([O-:3])=[O:2])[C:5]=1[OH:20] |f:2.3,4.5|. Reactants: [N+](=O)([O-])C1=C(N)C=CC(=C1)C(F)(F)F (2-nitro-4-(trifluoromethyl)-aniline), diazonium salt, [OH-].[Na+] (sodium hydroxide), C(C)O (ethanol), N(=O)[O-].[Na+] (sodium nitrite), Cl (HCl), Cl (HCl), [OH-].[Na+] (sodium hydroxide). Reagents/catalysts: S(N)(O)(=O)=O (sulfamic acid). Conditions: temperature 0 celsius, time 1 hour. The solvent is O (water), O (water), O (water), O (water). Yield: 76.0%. Starting materials: C(C)(C)(C)OC(=O)NC1(CC2COCC(C1)N2)C(=O)O (7-(tert-butoxycarbonylamino)-3-oxa-9-azabicyclo[3.3.1]nonane-7-carboxylic acid), BrC1=C(C=CC(=C1)F)[C@@H]1N=C(NC(=C1C(=O)OCC)CBr)C=1SC=CN1 (ethyl (4R)-4-(2-bromo-4-fluoro-phenyl)-6-(bromomethyl)-2-thiazol-2-yl-1,4-dihydropyrimidine-5-carboxylate). The product is NC1(CC2COCC(C1)N2CC2=C([C@@H](N=C(N2)C=2SC=CN2)C2=C(C=C(C=C2)F)Br)C(=O)OCC)C(=O)O (7-amino-9-[[(4R)-4-(2-bromo-4-fluoro-phenyl)-5-ethoxycarbonyl-2-thiazol-2-yl-1,4-dihydropyrimidin-6-yl]methyl]-3-oxa-9-azabicyclo[3.3.1]nonane-7-carboxylic acid). The yield is 22.6%. As a reaction SMILES: C(OC([NH:8][C:9]1([C:18]([OH:20])=[O:19])[CH2:16][CH:15]2[NH:17][CH:11]([CH2:12][O:13][CH2:14]2)[CH2:10]1)=O)(C)(C)C.[Br:21][C:22]1[CH:27]=[C:26]([F:28])[CH:25]=[CH:24][C:23]=1[C@H:29]1[C:34]([C:35]([O:37][CH2:38][CH3:39])=[O:36])=[C:33]([CH2:40]Br)[NH:32][C:31]([C:42]2[S:43][CH:44]=[CH:45][N:46]=2)=[N:30]1>>[NH2:8][C:9]1([C:18]([OH:20])=[O:19])[CH2:10][CH:11]2[N:17]([CH2:40][C:33]3[NH:32][C:31]([C:42]4[S:43][CH:44]=[CH:45][N:46]=4)=[N:30][C@@H:29]([C:23]4[CH:24]=[CH:25][C:26]([F:28])=[CH:27][C:22]=4[Br:21])[C:34]=3[C:35]([O:37][CH2:38][CH3:39])=[O:36])[CH:15]([CH2:14][O:13][CH2:12]2)[CH2:16]1. Reported procedure: The title compound was prepared in analogy to Example 133 by using 7-(tert-butoxycarbonylamino)-3-oxa-9-azabicyclo[3.3.1]nonane-7-carboxylic acid 139a (49 mg) and ethyl (4R)-6-(bromomethyl)-4-(2-bromo-4-fluoro-phenyl)-2-thiazol-2-yl-1,4-dihydropyrimidine-5-carboxylate 70a (55 mg). 15 mg of the title compound was isolated. The reactants are COc1cc2ncnc(Nc3nc4ccc(N)cc4s3)c2cc1OC, Cc1ccc(C(=O)Cl)cc1. Yields the product COc1cc2ncnc(Nc3nc4ccc(NC(=O)c5ccc(C)cc5)cc4s3)c2cc1OC. RXN SMILES: [CH3:11][O:12][c:13]1[cH:14][c:15]2[c:16]([NH:25][c:26]3[s:27][c:28]4[c:29]([n:30]3)[cH:31][cH:32][c:33]([NH2:35])[cH:34]4)[n:17][cH:18][n:19][c:20]2[cH:21][c:22]1[O:23][CH3:24].[c:1]1([CH3:10])[cH:2][cH:3][c:4]([C:7](=[O:8])[Cl:9])[cH:5][cH:6]1>>[c:1]1([CH3:10])[cH:2][cH:3][c:4]([C:7](=[O:8])[NH:35][c:33]2[cH:32][cH:31][c:29]3[c:28]([s:27][c:26]([NH:25][c:16]4[c:15]5[cH:14][c:13]([O:12][CH3:11])[c:22]([O:23][CH3:24])[cH:21][c:20]5[n:19][cH:18][n:17]4)[n:30]3)[cH:34]2)[cH:5][cH:6]1. Reactants: CCCC(C(=O)OC)c1c(C)nc2cc(C(C)(C)C)nn2c1Cl, CCN(C(C)C)C(C)C, CC1(C)OB(c2ccc3sccc3c2)OC1(C)C. The product is CCCC(C(=O)OC)c1c(C)nc2cc(C(C)(C)C)nn2c1-c1ccc2sccc2c1. As a reaction SMILES: [C:1]([CH3:2])([CH3:3])([CH3:4])[c:5]1[n:6][n:7]2[c:8]([n:9][c:10]([CH3:22])[c:11]([CH:14]([C:15](=[O:16])[O:17][CH3:18])[CH2:19][CH2:20][CH3:21])[c:12]2[Cl:13])[cH:23]1.[CH:42]([N:43]([CH:44]([CH3:45])[CH3:46])[CH2:47][CH3:48])([CH3:49])[CH3:50].[s:24]1[cH:25][cH:26][c:27]2[c:28]1[cH:29][cH:30][c:31]([B:33]1[O:34][C:35]([CH3:36])([CH3:37])[C:38]([CH3:39])([CH3:40])[O:41]1)[cH:32]2>>[C:1]([CH3:2])([CH3:3])([CH3:4])[c:5]1[n:6][n:7]2[c:8]([n:9][c:10]([CH3:22])[c:11]([CH:14]([C:15](=[O:16])[O:17][CH3:18])[CH2:19][CH2:20][CH3:21])[c:12]2-[c:31]2[cH:30][cH:29][c:28]3[s:24][cH:25][cH:26][c:27]3[cH:32]2)[cH:23]1.